The task is: describe an organic reaction: reactants, conditions, products, and yield. This data is from the Open Reaction Database (ORD), a public repository of structured organic reaction records. The reactants are O=Cc1nccn1Cc1cc(Cl)cc(Cl)c1, ClCCl, NC(=O)CCNCc1cccc(F)c1, [Na+], O=C([O-])O. Yields the product NC(=O)CCN(Cc1cccc(F)c1)Cc1nccn1Cc1cc(Cl)cc(Cl)c1. Reaction SMILES: [Cl:15][c:16]1[cH:17][c:18]([CH2:19][n:20]2[c:21]([CH:25]=[O:26])[n:22][cH:23][cH:24]2)[cH:27][c:28]([Cl:30])[cH:29]1.[Cl:36][CH2:37][Cl:38].[F:1][c:2]1[cH:3][c:4]([CH2:5][NH:6][CH2:7][CH2:8][C:9](=[O:10])[NH2:11])[cH:12][cH:13][cH:14]1.[Na+:35].[O-:31][C:32]([OH:33])=[O:34]>>[F:1][c:2]1[cH:3][c:4]([CH2:5][N:6]([CH2:7][CH2:8][C:9](=[O:10])[NH2:11])[CH2:25][c:21]2[n:20]([CH2:19][c:18]3[cH:17][c:16]([Cl:15])[cH:29][c:28]([Cl:30])[cH:27]3)[cH:24][cH:23][n:22]2)[cH:12][cH:13][cH:14]1.